Dataset: the Open Reaction Database (ORD), a public repository of structured organic reaction records. Task: describe an organic reaction: reactants, conditions, products, and yield Starting materials: CC1CCC(Br)(Br)c2ncc(Br)c(=O)n21, CS(C)=O, NNc1ccccc1, O. Product: CC1CCC(=NNc2ccccc2)c2ncc(Br)c(=O)n21. As a reaction SMILES: [Br:1][c:2]1[cH:3][n:4][c:5]2[n:6]([c:7]1=[O:8])[CH:9]([CH3:15])[CH2:10][CH2:11][C:12]2([Br:13])[Br:14].[CH3:16][S:17](=[O:18])[CH3:19].[NH2:20][NH:21][c:22]1[cH:23][cH:24][cH:25][cH:26][cH:27]1.[OH2:28]>>[Br:1][c:2]1[cH:3][n:4][c:5]2[n:6]([c:7]1=[O:8])[CH:9]([CH3:15])[CH2:10][CH2:11][C:12]2=[N:20][NH:21][c:22]1[cH:23][cH:24][cH:25][cH:26][cH:27]1. Reactants: CC1(OCCC2=C1NC1=CC=CC=C21)CC(=O)O (1-methyl-1,3,4,9-tetrahydropyrano[3,4-b]indole-1-acetic acid), COC(CC1(SCCC2=C1NC1=CC=CC=C21)C)=O (1-methyl-1,3,4,9-tetrahydrothiopyrano[3,4-b]indole-1-acetic acid methyl ester). Yields the product COC(CC1(SCCC2=C1N(C1=CC=CC=C21)C)C)=O (1,9-dimethyl-1,3,4,9-tetrahydrothiopyrano[3,4-b]indole-1-acetic acid methyl ester). Reaction SMILES: [CH3:1]C1(CC(O)=O)C2NC3C(C=2CCO1)=CC=CC=3.[CH3:19][O:20][C:21](=[O:37])[CH2:22][C:23]1([CH3:36])[C:28]2[NH:29][C:30]3[C:35]([C:27]=2[CH2:26][CH2:25][S:24]1)=[CH:34][CH:33]=[CH:32][CH:31]=3>>[CH3:19][O:20][C:21](=[O:37])[CH2:22][C:23]1([CH3:36])[C:28]2[N:29]([CH3:1])[C:30]3[C:35]([C:27]=2[CH2:26][CH2:25][S:24]1)=[CH:34][CH:33]=[CH:32][CH:31]=3. Procedure: Similarly, the replacement of 1-methyl-1,3,4,9-tetrahydropyrano[3,4-b]indole-1-acetic acid by an equivalent amount of 1-methyl-1,3,4,9-tetrahydrothiopyrano[3,4-b]indole-1-acetic acid methyl ester, described in Example 3, affords 1,9-dimethyl-1,3,4,9-tetrahydrothiopyrano[3,4-b]indole-1-acetic acid methyl ester. The reactants are CS(C)=O, CS(=O)O, O=Cc1ccc(F)c(C(F)(F)F)c1, [Na]. The product is CS(=O)(=O)c1ccc(C=O)cc1C(F)(F)F. RXN SMILES: [CH3:19][S:20]([CH3:21])=[O:22].[CH3:2][S:3](=[O:4])[OH:5].[F:6][c:7]1[c:8]([C:15]([F:16])([F:17])[F:18])[cH:9][c:10]([CH:11]=[O:12])[cH:13][cH:14]1.[Na:1]>>[CH3:2][S:3](=[O:4])(=[O:5])[c:7]1[c:8]([C:15]([F:16])([F:17])[F:18])[cH:9][c:10]([CH:11]=[O:12])[cH:13][cH:14]1. Yields the product ClC1=NC(=CC(=N1)OCC1CC1)COCC(F)(F)F (2-Chloro-4-(cyclopropylmethoxy)-6-[(2,2,2-trifluoroethoxy)methyl]pyrimidine). Run in C1CCOC1 (THF), C1CCOC1 (THF). The reactants are ClC1=NC(=CC(=N1)Cl)COCC(F)(F)F (2,4-dichloro-6-[(2,2,2-trifluoroethoxy)methyl]pyrimidine), O (Water), [H-].[Na+] (Sodium hydride), C1(CC1)CO (cyclopropylmethanol). RXN SMILES: [H-].[Na+].[CH:3]1([CH2:6][OH:7])[CH2:5][CH2:4]1.[Cl:8][C:9]1[N:14]=[C:13](Cl)[CH:12]=[C:11]([CH2:16][O:17][CH2:18][C:19]([F:22])([F:21])[F:20])[N:10]=1.O>C1COCC1>[Cl:8][C:9]1[N:14]=[C:13]([O:7][CH2:6][CH:3]2[CH2:5][CH2:4]2)[CH:12]=[C:11]([CH2:16][O:17][CH2:18][C:19]([F:22])([F:20])[F:21])[N:10]=1 |f:0.1|. Conditions: time 5 minute. Procedure details: Sodium hydride (19.0 mg, 0.46 mmol) was added to a solution of cyclopropylmethanol (0.037 mL, 0.46 mmol) in dry THF (1 mL) at room temperature. The mixture was stirred for 5 minutes and then a solution of 2,4-dichloro-6-[(2,2,2-trifluoroethoxy)methyl]pyrimidine (120 mg, 0.46 mmol) in dry THF (1 mL) was added. The reaction was stirred at room temperature for 2.5 hours. Water was added and the mixture was extracted with ethylacetate. The organic phase was washed with water, brine, dried over magne... Procedure: Diazonium salt 1 (11.6 mg, 0.0365 mmol), phenol (9.5 mg, 0.10 mmol), and sodium acetate (10.2 mg, 0.124 mmol) were dissolved in 0.21 g of acetonitrile. After 1 month, the solution was filtered through Celite 545. Evaporation of the solvent gave a red oil, which was purified by SiO2 column chromatography (9:1 hexane/ethyl acetate) and following preparative TLC (SiO2, CH2Cl2) afforded 27d as yellow-orange crystals (7.3 mg, 62%); m.p. 110.0-111.0° C. IR (ATR): {tilde over (v)}=3261, 1593, 1505, 146... Yields the product OC1=CC=C(C=C1)\N=N\C1=CC=C(C=C1)S(F)(F)(F)(F)F ((E)-4-Hydroxy-4′-(pentafluorosulfanyl)azobenzene). RXN SMILES: F[B-](F)(F)F.[F:6][S:7]([F:19])([F:18])([F:17])([F:16])[C:8]1[CH:13]=[CH:12][C:11]([N+:14]#[N:15])=[CH:10][CH:9]=1.[C:20]1([OH:26])[CH:25]=[CH:24][CH:23]=[CH:22][CH:21]=1.C([O-])(=O)C.[Na+]>C(#N)C>[OH:26][C:20]1[CH:25]=[CH:24][C:23](/[N:15]=[N:14]/[C:11]2[CH:12]=[CH:13][C:8]([S:7]([F:16])([F:17])([F:18])([F:19])[F:6])=[CH:9][CH:10]=2)=[CH:22][CH:21]=1 |f:0.1,3.4|. Yield: 61.7%. Solvent: C(C)#N (acetonitrile). Starting materials: F[B-](F)(F)F.FS(C1=CC=C(C=C1)[N+]#N)(F)(F)(F)F (4-(Pentafluorosulfanyl)benzenediazonium Tetrafluoroborate), C1(=CC=CC=C1)O (phenol), C(C)(=O)[O-].[Na+] (sodium acetate).